Task: describe an organic reaction: reactants, conditions, products, and yield. Dataset: the Open Reaction Database (ORD), a public repository of structured organic reaction records Reaction SMILES: [C:1]([C:5]1[CH:10]=[CH:9][C:8]([S:11]([NH:14][C:15]2[C:20]([C:21]3[S:22][CH:23]=[CH:24][CH:25]=3)=[C:19]([O:26][CH2:27][CH2:28][OH:29])[N:18]=[C:17]([C:30]3[N:35]=[CH:34][CH:33]=[CH:32][N:31]=3)[N:16]=2)(=[O:13])=[O:12])=[CH:7][CH:6]=1)([CH3:4])([CH3:3])[CH3:2].[H-].[Na+].[Br:38][C:39]1[CH:40]=[N:41][C:42](Cl)=[N:43][CH:44]=1.Cl>O1CCCC1.CC(N(C)C)=O>[Br:38][C:39]1[CH:40]=[N:41][C:42]([O:29][CH2:28][CH2:27][O:26][C:19]2[N:18]=[C:17]([C:30]3[N:35]=[CH:34][CH:33]=[CH:32][N:31]=3)[N:16]=[C:15]([NH:14][S:11]([C:8]3[CH:7]=[CH:6][C:5]([C:1]([CH3:4])([CH3:2])[CH3:3])=[CH:10][CH:9]=3)(=[O:12])=[O:13])[C:20]=2[C:21]2[S:22][CH:23]=[CH:24][CH:25]=2)=[N:43][CH:44]=1 |f:1.2|. Procedure details: To a solution of 4-tert-butyl-N-{6-(2-hydroxyethoxy)-5-(2-thienyl)-2-(2-pyrimidinyl)-pyrimidin-4-yl}benzenesulfonamide (1790 mg) in tetrahydrofuran (20 ml) is added sodium hydride (60% dispersion, 413 mg) at room temperature, and thereto is added dimethylacetamide (4 ml), and the mixture is stirred for 20 minutes. To the reaction mixture is added 5-bromo-2-chloro-pyrimidine (952 mg), and the mixture is stirred at room temperature for 46 hours. The mixture is acidified with 10% hydrochloric acid,... The solvent is O1CCCC1 (tetrahydrofuran), CC(=O)N(C)C (dimethylacetamide). Conditions: time 20 minute. The product is BrC=1C=NC(=NC1)OCCOC1=C(C(=NC(=N1)C1=NC=CC=N1)NS(=O)(=O)C1=CC=C(C=C1)C(C)(C)C)C=1SC=CC1 (N-[6-{2-(5-Bromopyrimidin-2-yloxy)ethoxy}-5-(2-thienyl)-2-(2-pyrimidinyl)-pyrimidin-4-yl]-4-tert-butylbenzenesulfonamide). The yield is 26.4%. Starting materials: C(C)(C)(C)C1=CC=C(C=C1)S(=O)(=O)NC1=NC(=NC(=C1C=1SC=CC1)OCCO)C1=NC=CC=N1 (4-tert-butyl-N-{6-(2-hydroxyethoxy)-5-(2-thienyl)-2-(2-pyrimidinyl)-pyrimidin-4-yl}benzenesulfonamide), [H-].[Na+] (sodium hydride), Cl (hydrochloric acid), BrC=1C=NC(=NC1)Cl (5-bromo-2-chloro-pyrimidine). The reactants are CN1CCNCC1 (N-methylpiperazine), Cl (hydrochloric acid), ClC1=C(C(=C(C=C1[N+](=O)[O-])F)F)C (2-chloro-5,6-difluoro-3-nitrotoluene), O (water). Run in C(C)O (ethanol), C(C)N(CC)CC (triethylamine), C(C)O (ethanol). Conditions: temperature 80 celsius, time 8 hour. Yields the product ClC1=C(C(=C(C=C1[N+](=O)[O-])F)N1CCN(CC1)C)C (2-chloro-5-fluoro-6-(4-methyl-1-piperazinyl)-3-nitrotoluene). Reaction SMILES: [Cl:1][C:2]1[C:7]([N+:8]([O-:10])=[O:9])=[CH:6][C:5]([F:11])=[C:4](F)[C:3]=1[CH3:13].O.[CH3:15][N:16]1[CH2:21][CH2:20][NH:19][CH2:18][CH2:17]1.Cl>C(O)C.C(N(CC)CC)C>[Cl:1][C:2]1[C:7]([N+:8]([O-:10])=[O:9])=[CH:6][C:5]([F:11])=[C:4]([N:19]2[CH2:20][CH2:21][N:16]([CH3:15])[CH2:17][CH2:18]2)[C:3]=1[CH3:13]. Reported procedure: To 2-chloro-5,6-difluoro-3-nitrotoluene (54 mg) are added ethanol (0.3 ml) and water (0.03 ml) at 0° C. and thereto further added dropwise a solution of N-methylpiperazine (0.04 ml) and triethylamine (0.06 ml) in ethanol (0.1 ml) at room temperature. The mixture is stirred at room temperature for 5 hours, at 60° C. for 5 hours and further at 80° C. overnight. The reaction mixture is acidified with 2N hydrochloric acid and washed with a small amount of diethyl ether and then neutralized with aque... Reactants: C(CC(C)C)O (isoamyl alcohol), S(O)(O)(=O)=O (sulfuric acid), C(CC(C)C)O (isoamyl alcohol). Yields the product C(CC(C)C)OCCC(C)C (isoamyl ether). RXN SMILES: [CH2:1]([OH:6])[CH2:2][CH:3]([CH3:5])[CH3:4].S(=O)(=O)(O)O>O>[CH2:1]([O:6][CH2:1][CH2:2][CH:3]([CH3:5])[CH3:4])[CH2:2][CH:3]([CH3:5])[CH3:4]. Procedure details: The cock was opened to pass water into the cooling pipe 29, and the flask 30 charged with 600 ml of isoamyl alcohol and 60 g of concentrated sulfuric acid was heated. In a short time, the content of the flask was boiled and a suspended distillate was stored in the flask 31. When the filter medium A was covered with this distillate, the liquid feed pump 32 was operated, whereby a transparent liquid (isoamyl alcohol having a boiling point of 130° C.) was flowed into the reaction flask 30, and the ... Run in O (water), O (water).